This data is from the Open Reaction Database (ORD), a public repository of structured organic reaction records. The task is: describe an organic reaction: reactants, conditions, products, and yield Starting materials: CC1(C)Oc2ccc(C#N)cc2C2OC21, CCOCC, COC1=CC(=O)NC1, CS(C)=O, [H-], [Na+], O. Yields the product COC1=CC(=O)N(C2c3cc(C#N)ccc3OC(C)(C)C2O)C1. Reaction SMILES: [C:1](#[N:2])[c:3]1[cH:4][cH:5][c:6]2[c:7]([cH:15]1)[CH:8]1[CH:9]([C:10]([CH3:12])([CH3:13])[O:11]2)[O:14]1.[CH2:31]([O:32][CH2:33][CH3:34])[CH3:35].[CH3:16][O:17][C:18]1=[CH:19][C:20](=[O:23])[NH:21][CH2:22]1.[CH3:27][S:28]([CH3:29])=[O:30].[H-:24].[Na+:25].[OH2:26]>>[C:1](#[N:2])[c:3]1[cH:4][cH:5][c:6]2[c:7]([cH:15]1)[CH:8]([N:21]1[C:20](=[O:23])[CH:19]=[C:18]([O:17][CH3:16])[CH2:22]1)[CH:9]([OH:14])[C:10]([CH3:12])([CH3:13])[O:11]2. Reactants: N(=[N+]=[N-])[C@H]1C(O[N+](=O)[O-])O[C@@H]([C@@H]([C@@H]1OC(C)=O)OC(C)=O)COC(C)=O (2-azido-2-deoxy-1-O-nitro-3,4,6-tri-O-acetyl-α,β-D-galactopyranose), C(C)(=O)[O-].[Na+] (sodium acetate). Run in ice water, C(C)(=O)O (acetic acid). Conditions: temperature 100 celsius, time 3 hour. Product: N(=[N+]=[N-])[C@H]1C(OC(C)=O)O[C@@H]([C@@H]([C@@H]1OC(C)=O)OC(C)=O)COC(C)=O (2-azido-2-deoxy-1,3,4,6-tetra-O-acetyl-α,β-D-galactopyranose). Isolated yield 41.5%. RXN SMILES: [N:1]([C@@H:4]1[C@@H:13]([O:14][C:15](=[O:17])[CH3:16])[C@@H:12]([O:18][C:19](=[O:21])[CH3:20])[C@@H:11]([CH2:22][O:23][C:24](=[O:26])[CH3:25])[O:10][CH:5]1[O:6][N+]([O-])=O)=[N+:2]=[N-:3].[C:27]([O-])(=[O:29])[CH3:28].[Na+]>C(O)(=O)C>[N:1]([C@@H:4]1[C@@H:13]([O:14][C:15](=[O:17])[CH3:16])[C@@H:12]([O:18][C:19](=[O:21])[CH3:20])[C@@H:11]([CH2:22][O:23][C:24](=[O:26])[CH3:25])[O:10][CH:5]1[O:6][C:27](=[O:29])[CH3:28])=[N+:2]=[N-:3] |f:1.2|. Procedure details: To a solution of nitrate ester 68 (17.5 g, 46.5 mmol) in 500 mL of glacial acetic acid is added sodium acetate (7.63 g, 93.0 mmol). The solution is stirred at 100° C. for 3 h and then allowed to cool to room temperature. The reaction mixture is diluted with 1000 mL of ice water and extracted with CH2Cl2 (2×200 mL) The organic layers are combined and washed with ice water (2×400 mL), saturated NaHCO3 (400 mL), saturated NaCl (400 mL), dried over Na2SO4, filtered and concentrated. The crude produc... The reactants are C1CCOC1, COC(=O)N(Cc1cc([N+](=O)[O-])cc(C(F)(F)F)c1)Cc1cc(C(F)(F)F)ccc1-c1cc(C(C)C)ccc1OC. Yields the product COC(=O)N(Cc1cc(N)cc(C(F)(F)F)c1)Cc1cc(C(F)(F)F)ccc1-c1cc(C(C)C)ccc1OC. As a reaction SMILES: [CH2:42]1[O:43][CH2:44][CH2:45][CH2:46]1.[CH3:1][O:2][C:3]([N:4]([CH2:5][c:6]1[cH:7][c:8]([N+:16]([O-:17])=[O:18])[cH:9][c:10]([C:12]([F:13])([F:14])[F:15])[cH:11]1)[CH2:19][c:20]1[c:21](-[c:30]2[c:31]([O:39][CH3:40])[cH:32][cH:33][c:34]([CH:36]([CH3:37])[CH3:38])[cH:35]2)[cH:22][cH:23][c:24]([C:26]([F:27])([F:28])[F:29])[cH:25]1)=[O:41]>>[CH3:1][O:2][C:3]([N:4]([CH2:5][c:6]1[cH:7][c:8]([NH2:16])[cH:9][c:10]([C:12]([F:13])([F:14])[F:15])[cH:11]1)[CH2:19][c:20]1[c:21](-[c:30]2[c:31]([O:39][CH3:40])[cH:32][cH:33][c:34]([CH:36]([CH3:37])[CH3:38])[cH:35]2)[cH:22][cH:23][c:24]([C:26]([F:27])([F:28])[F:29])[cH:25]1)=[O:41]. Procedure details: 4 g (14.9 mmol) of Nε-(4-nitro-2-pyridyl)-L-lysine are suspended in 80 ml of ethanol and 8 ml of water in a 100 ml three-necked flask equipped with a thermometer and a reflux condenser. 6 g of palladium-on-charcoal (10% active and 50% moisture) are then introduced, followed by 40 ml of cyclohexene. The mixture is brought to reflux for 2 hours and is then cooled, before being filtered through celite. After having run 60 ml (4 eq) of 1N hydrochloric acid onto the filtrate, the latter is evaporated... Reactants: [N+](=O)([O-])C1=CC(=NC=C1)NCCCC[C@H](N)C(=O)O (Nε-(4-nitro-2-pyridyl)-L-lysine), Cl (hydrochloric acid), O (water), C1=CCCCC1 (cyclohexene). RXN SMILES: [N+:1]([C:4]1[CH:9]=[CH:8][N:7]=[C:6]([NH:10][CH2:11][CH2:12][CH2:13][CH2:14][C@@H:15]([C:17]([OH:19])=[O:18])[NH2:16])[CH:5]=1)([O-])=O.O.C1CCCCC=1.[ClH:27]>C(O)C.[Pd]>[ClH:27].[ClH:27].[ClH:27].[NH2:1][C:4]1[CH:9]=[CH:8][N:7]=[C:6]([NH:10][CH2:11][CH2:12][CH2:13][CH2:14][C@@H:15]([C:17]([OH:19])=[O:18])[NH2:16])[CH:5]=1 |f:6.7.8.9|. The yield is 66.0%. Run in C(C)O (ethanol). The product is Cl.Cl.Cl.NC1=CC(=NC=C1)NCCCC[C@H](N)C(=O)O (Nε-(4-Amino-2-pyridyl)-L-lysine Trihydrochloride). Reagents/catalysts: [Pd] (palladium-on-charcoal). Starting materials: CO, O=C(O)c1ccc([N+](=O)[O-])c([N+](=O)[O-])c1, COC1C=C(C)C(=O)CC(C)(C)C1O. Yields the product COC1C=C(C)C(=O)CC(C)(C)C1OC(=O)c1ccc([N+](=O)[O-])c([N+](=O)[O-])c1. As a reaction SMILES: [CH3:30][OH:31].[N+:15](=[O:16])([O-:17])[c:18]1[cH:19][c:20]([C:21](=[O:22])[OH:23])[cH:24][cH:25][c:26]1[N+:27](=[O:28])[O-:29].[OH:1][CH:2]1[CH:3]([O:13][CH3:14])[CH:4]=[C:5]([CH3:12])[C:6](=[O:11])[CH2:7][C:8]1([CH3:9])[CH3:10]>>[O:1]([CH:2]1[CH:3]([O:13][CH3:14])[CH:4]=[C:5]([CH3:12])[C:6](=[O:11])[CH2:7][C:8]1([CH3:9])[CH3:10])[C:21]([c:20]1[cH:19][c:18]([N+:15](=[O:16])[O-:17])[c:26]([N+:27](=[O:28])[O-:29])[cH:25][cH:24]1)=[O:22]. Reactants: FC=1C=C(CN)C=C(C1)F (3,5-difluorobenzylamine), C1(CCCCC1)N=C=NC1CCCCC1 (dicyclohexylcarbodiimide), C(=S)=S (carbon disulfide). Solvent: CCOCC (ether), CCOCC (ether). Reaction conditions: temperature 25 celsius, time 17 hour. The product is FC=1C=C(CN=C=S)C=C(C1)F (3,5-difluorobenzylisothiocyanate). RXN SMILES: [F:1][C:2]1[CH:3]=[C:4]([CH:7]=[C:8]([F:10])[CH:9]=1)[CH2:5][NH2:6].C1(N=C=NC2CCCCC2)CCCCC1.[C:26](=S)=[S:27]>CCOCC>[F:1][C:2]1[CH:3]=[C:4]([CH:7]=[C:8]([F:10])[CH:9]=1)[CH2:5][N:6]=[C:26]=[S:27]. Procedure details: A solution of 3,5-difluorobenzylamine (11.6 g., 0.081 mole) in ether (20 ml.) was added dropwise to a solution of dicyclohexylcarbodiimide (16.7 g., 0.081 mole) and carbon disulfide (32.4 ml., 0.539 mole) in ether (100 ml.) at -5°to -10° C., and the mixture was stirred for 17 hours at 25° C. The mixture was filtered and the solvent was removed under vacuum. The resulting oil was dissolved in hexane-ether (19:1), filtered, and the solvent removed under vacuum. The oil was then dissolved in hexane...